From a dataset of the Open Reaction Database (ORD), a public repository of structured organic reaction records. describe an organic reaction: reactants, conditions, products, and yield Reactants: C(C1=CC=CC=C1)OC(CNC1C2CC3(CC(CC1C3)C2)C(=O)OC)=O (methyl 4-{[2-(benzyloxy)-2-oxoethyl]amino}-adamantane-1-carboxylate), CO (methanol), [OH-].[Na+] (sodium hydroxide). Run in O1CCCC1 (tetrahydrofuran). Run at time 3 hour. Yields the product C(C1=CC=CC=C1)OC(CNC1C2CC3(CC(CC1C3)C2)C(=O)O)=O (4-{[2-(benzyloxy)-2-oxoethyl]amino}-adamantane-1-carboxylic acid). Reaction SMILES: [CH2:1]([O:8][C:9](=[O:26])[CH2:10][NH:11][CH:12]1[CH:19]2[CH2:20][C:15]3([C:22]([O:24]C)=[O:23])[CH2:16][CH:17]([CH2:21][CH:13]1[CH2:14]3)[CH2:18]2)[C:2]1[CH:7]=[CH:6][CH:5]=[CH:4][CH:3]=1.CO.[OH-].[Na+]>O1CCCC1>[CH2:1]([O:8][C:9](=[O:26])[CH2:10][NH:11][CH:12]1[CH:19]2[CH2:20][C:15]3([C:22]([OH:24])=[O:23])[CH2:16][CH:17]([CH2:21][CH:13]1[CH2:14]3)[CH2:18]2)[C:2]1[CH:7]=[CH:6][CH:5]=[CH:4][CH:3]=1 |f:2.3|. Procedure: To a suspension of methyl 4-{[2-(benzyloxy)-2-oxoethyl]amino}-adamantane-1-carboxylate thus obtained (3.30 g) in tetrahydrofuran (20 ml), methanol (10 ml) and 8M aqueous sodium hydroxide (10 ml) were added and stirred at room temperature for 3 hours. After the reaction mixture was concentrated, the resulting residue was diluted with 1M aqueous sodium hydroxide and washed with diethyl ether. The resulting aqueous layer was diluted with 12M aqueous hydrochloric acid and extracted with chloroform. ...